This data is from the Open Reaction Database (ORD), a public repository of structured organic reaction records. The task is: describe an organic reaction: reactants, conditions, products, and yield Starting materials: NC=1C=CC(=NC1)OC=1C=C2C=C(N(C2=CC1)C)C(=O)N1CCN(CC1)CC1=CC=CC=C1 ([5-(5-aminopyridin-2-yloxy)-1-methyl-1H-indol-2-yl](4-benzylpiperazin-1-yl)methanone), ClC=1C=C2C(C(=O)OC2=O)=CC1Cl (4,5-dichlorophthalic anhydride). Run in ClCCCl (1,2-dichloroethane). Conditions: time 4 hour. Product: C(C1=CC=CC=C1)N1CCN(CC1)C(=O)C=1N(C2=CC=C(C=C2C1)OC1=CC=C(C=N1)NC(C=1C(C(=O)O)=CC(=C(C1)Cl)Cl)=O)C (N-{6-[2-(4-benzylpiperazine-1-carbonyl)-1-methyl-1H-indol-5-yloxy]pyridin-3-yl}-4,5-dichlorophthalamic acid). Yield: 100.8%. RXN SMILES: [NH2:1][C:2]1[CH:3]=[CH:4][C:5]([O:8][C:9]2[CH:10]=[C:11]3[C:15](=[CH:16][CH:17]=2)[N:14]([CH3:18])[C:13]([C:19]([N:21]2[CH2:26][CH2:25][N:24]([CH2:27][C:28]4[CH:33]=[CH:32][CH:31]=[CH:30][CH:29]=4)[CH2:23][CH2:22]2)=[O:20])=[CH:12]3)=[N:6][CH:7]=1.[Cl:34][C:35]1[CH:36]=[C:37]2[C:42](=[O:43])[O:41][C:39](=[O:40])[C:38]2=[CH:44][C:45]=1[Cl:46]>ClCCCl>[CH2:27]([N:24]1[CH2:25][CH2:26][N:21]([C:19]([C:13]2[N:14]([CH3:18])[C:15]3[C:11]([CH:12]=2)=[CH:10][C:9]([O:8][C:5]2[N:6]=[CH:7][C:2]([NH:1][C:39](=[O:40])[C:38]4[C:37](=[CH:36][C:35]([Cl:34])=[C:45]([Cl:46])[CH:44]=4)[C:42]([OH:43])=[O:41])=[CH:3][CH:4]=2)=[CH:17][CH:16]=3)=[O:20])[CH2:22][CH2:23]1)[C:28]1[CH:33]=[CH:32][CH:31]=[CH:30][CH:29]=1. Procedure details: To a solution of [5-(5-aminopyridin-2-yloxy)-1-methyl-1H-indol-2-yl](4-benzylpiperazin-1-yl)methanone (1.00 g, 2.26 mmol) in 1,2-dichloroethane (22 mL) was added 4,5-dichlorophthalic anhydride (0.57 g, 2.62 mmol), and the mixture was stirred at room temperature for 4 hours. The resulting precipitate was collected by filtration and dried to give 1.5 g of the title compound as a white powder. The reactants are BrC=1C=CC2=C(C(=C(C(O2)=O)CCC)Cl)C1 (6-bromo-4-chloro-3-propyl-2H-1-benzopyran-2-one), CNCCCC (N-methylbutylamine). Run in CN(C=O)C (dimethylformamide). Yields the product BrC=1C=CC2=C(C(=C(C(O2)=O)CCC)N(C)CCCC)C1 (6-bromo-4-(butylmethylamino)-3-propyl-2H-1-benzopyran-2-one). RXN SMILES: [Br:1][C:2]1[CH:3]=[CH:4][C:5]2[O:10][C:9](=[O:11])[C:8]([CH2:12][CH2:13][CH3:14])=[C:7](Cl)[C:6]=2[CH:16]=1.[CH3:17][NH:18][CH2:19][CH2:20][CH2:21][CH3:22]>CN(C)C=O>[Br:1][C:2]1[CH:3]=[CH:4][C:5]2[O:10][C:9](=[O:11])[C:8]([CH2:12][CH2:13][CH3:14])=[C:7]([N:18]([CH2:19][CH2:20][CH2:21][CH3:22])[CH3:17])[C:6]=2[CH:16]=1. Reported procedure: A solution of 6-bromo-4-chloro-3-propyl-2H-1-benzopyran-2-one (0.4 g) and N-methylbutylamine (3 ml) in dimethylformamide (2 ml) was heated under reflux for 30 minutes and then allowed to cool overnight. Evaporation followed by column chromatography yielded 6-bromo-4-(butylmethylamino)-3-propyl-2H-1-benzopyran-2-one, as an oil. (compound 18).